From a dataset of the Open Reaction Database (ORD), a public repository of structured organic reaction records. describe an organic reaction: reactants, conditions, products, and yield The reactants are CC(=CC(=O)OCC(O)CO)CCCC(CCCC(C)C)C (mono-O-(3,7,11-trimethyldodec-2-enoyl)glycerol). The solvent is O (water). Product: CC(=CC(=O)OCC(O)CO)CCCC(CCCC(C)C)C.O (mono-O-(3,7,11-trimethyldodec-2-enoyl)glycerol water). RXN SMILES: [CH3:1][C:2]([CH2:12][CH2:13][CH2:14][CH:15]([CH3:22])[CH2:16][CH2:17][CH2:18][CH:19]([CH3:21])[CH3:20])=[CH:3][C:4]([O:6][CH2:7][CH:8]([CH2:10][OH:11])[OH:9])=[O:5]>O>[CH3:1][C:2]([CH2:12][CH2:13][CH2:14][CH:15]([CH3:22])[CH2:16][CH2:17][CH2:18][CH:19]([CH3:21])[CH3:20])=[CH:3][C:4]([O:6][CH2:7][CH:8]([CH2:10][OH:11])[OH:9])=[O:5].[OH2:5] |f:2.3|. Procedure: Mono-O-(3,7,11-trimethyldodec-2-enoyl)glycerol synthesized in Example 146 and water were homogeneously mixed in accordance with the same procedure as in Example 13 to obtain a sample of mono-O-(3,7,11-trimethyldodec-2-enoyl)glycerol/water system. SAXS analysis of the sample of mono-O-(3,7,11-trimethyldodec-2-enoyl)glycerol/water system was performed in the same manner as in Example 13. As a result, scattering peaks were observed. The peak value ratio exhibited the following ratio peculiar to the... Reactants: O=C1CCC(=O)N1Br, O=C(OOC(=O)c1ccccc1)c1ccccc1, ClC(Cl)(Cl)Cl, COC(=O)c1nc(Cc2ccccc2)nc(OC(=O)c2ccccc2)c1OC(=O)c1ccccc1. Product: COC(=O)c1nc(C(Br)c2ccccc2)nc(OC(=O)c2ccccc2)c1OC(=O)c1ccccc1. As a reaction SMILES: [Br:36][N:37]1[C:38](=[O:39])[CH2:40][CH2:41][C:42]1=[O:43].[C:44]([O:45][O:46][C:47](=[O:48])[c:49]1[cH:50][cH:51][cH:52][cH:53][cH:54]1)(=[O:55])[c:56]1[cH:57][cH:58][cH:59][cH:60][cH:61]1.[C:62]([Cl:63])([Cl:64])([Cl:65])[Cl:66].[CH3:1][O:2][C:3](=[O:4])[c:5]1[n:6][c:7]([CH2:29][c:30]2[cH:31][cH:32][cH:33][cH:34][cH:35]2)[n:8][c:9]([O:20][C:21]([c:22]2[cH:23][cH:24][cH:25][cH:26][cH:27]2)=[O:28])[c:10]1[O:11][C:12]([c:13]1[cH:14][cH:15][cH:16][cH:17][cH:18]1)=[O:19]>>[CH3:1][O:2][C:3](=[O:4])[c:5]1[n:6][c:7]([CH:29]([c:30]2[cH:31][cH:32][cH:33][cH:34][cH:35]2)[Br:36])[n:8][c:9]([O:20][C:21]([c:22]2[cH:23][cH:24][cH:25][cH:26][cH:27]2)=[O:28])[c:10]1[O:11][C:12]([c:13]1[cH:14][cH:15][cH:16][cH:17][cH:18]1)=[O:19]. Starting materials: FC=1C=C(C=NC1)C=1SC(=C(N1)C)NC (2-(5-fluoropyridin-3-yl)-N,4-dimethylthiazol-5-amine), N(=C=S)C1CC1 (isothiocyanatocyclopropane). Run in O1CCOCC1 (dioxane). The product is C1(CC1)NC(N(C)C1=C(N=C(S1)C=1C=NC=C(C1)F)C)=S (3-cyclopropyl-1-[2-(5-fluoro-pyridin-3-yl)-4-methyl-thiazol-5-yl]-1-methyl-thiourea). Yield: 73.0%. Reaction SMILES: [F:1][C:2]1[CH:3]=[C:4]([C:8]2[S:9][C:10]([NH:14][CH3:15])=[C:11]([CH3:13])[N:12]=2)[CH:5]=[N:6][CH:7]=1.[N:16]([CH:19]1[CH2:21][CH2:20]1)=[C:17]=[S:18]>O1CCOCC1>[CH:19]1([NH:16][C:17](=[S:18])[N:14]([C:10]2[S:9][C:8]([C:4]3[CH:5]=[N:6][CH:7]=[C:2]([F:1])[CH:3]=3)=[N:12][C:11]=2[CH3:13])[CH3:15])[CH2:21][CH2:20]1. Procedure: A solution of 2-(5-fluoropyridin-3-yl)-N,4-dimethylthiazol-5-amine (200 mg, 0.896 mmol) and isothiocyanatocyclopropane (266 mg, 2.69 mmol) in dioxane (10 mL) was heated at 100° C. for 24 h before the solvent was removed under reduced pressure. The residue was purified via silica gel chromatography (0 to 100% ethyl acetate/hexanes) to afford the title compound as a yellow solid (211 mg, 73%): mp 117-119° C.; 1H NMR (400 MHz, CDCl3) δ 8.89 (s, 1H), 8.56 (d, J=2.8 Hz, 1H), 7.96 (dt, J=9.2 Hz, 2.4 H...